From a dataset of the Open Reaction Database (ORD), a public repository of structured organic reaction records. describe an organic reaction: reactants, conditions, products, and yield The reactants are Br, OCCCCC(F)(F)C(F)(F)C(F)(F)C(F)(F)F, O, O=S(=O)(O)O. Product: FC(F)(F)C(F)(F)C(F)(F)C(F)(F)CCCCBr. Reaction SMILES: [BrH:19].[F:1][C:2]([C:3]([C:4]([CH2:5][CH2:6][CH2:7][CH2:8][OH:9])([F:10])[F:11])([F:12])[F:13])([C:14]([F:15])([F:16])[F:17])[F:18].[OH2:25].[S:20](=[O:21])(=[O:22])([OH:23])[OH:24]>>[F:1][C:2]([C:3]([C:4]([CH2:5][CH2:6][CH2:7][CH2:8][Br:19])([F:10])[F:11])([F:12])[F:13])([C:14]([F:15])([F:16])[F:17])[F:18]. Starting materials: BrC1=C(C=C(C=C1)C1=CC=C(C=C1)OC(F)(F)F)CCC1=CC=C(C(=O)OC)C=C1 (Methyl 4-{2-[4-bromo-4′-(trifluoromethoxy)biphenyl-3-yl]ethyl}benzoate), [Li+].[OH-] (LiOH). The solvent is C1CCOC1.CO.O (THF MeOH water). Conditions: temperature 45 celsius. Product: BrC1=C(C=C(C=C1)C1=CC=C(C=C1)OC(F)(F)F)CCC1=CC=C(C(=O)O)C=C1 (4-{2-[4-Bromo-4′-(trifluoromethoxy)biphenyl-3-yl]ethyl}benzoic acid). As a reaction SMILES: [Br:1][C:2]1[CH:7]=[CH:6][C:5]([C:8]2[CH:13]=[CH:12][C:11]([O:14][C:15]([F:18])([F:17])[F:16])=[CH:10][CH:9]=2)=[CH:4][C:3]=1[CH2:19][CH2:20][C:21]1[CH:30]=[CH:29][C:24]([C:25]([O:27]C)=[O:26])=[CH:23][CH:22]=1.[Li+].[OH-]>C1COCC1.CO.O>[Br:1][C:2]1[CH:7]=[CH:6][C:5]([C:8]2[CH:9]=[CH:10][C:11]([O:14][C:15]([F:18])([F:17])[F:16])=[CH:12][CH:13]=2)=[CH:4][C:3]=1[CH2:19][CH2:20][C:21]1[CH:22]=[CH:23][C:24]([C:25]([OH:27])=[O:26])=[CH:29][CH:30]=1 |f:1.2,3.4.5|. Procedure: To a THF/MeOH/water solution (ca. 40 mL/40 mL/10 mL) of the intermediate from Step F (8.53 g, 17.84 mmol) was added LiOH (3.66 g, 89.2 mmol). The solution was stirred at 45° C. until no starting material remained by HPLC (ca. 2 hrs). The solution was concentrated to remove the majority of MeOH/THF and then partitioned between aqueous 1N HCl and ethyl acetate. The organic phase was washed with water (2×), brine and dried over Na2SO4. The solution was filtered and concentrated to give the title co... The reactants are CC(=O)C1=CC(=CC=C1)Br (3-bromoacetophenone), solution, C[Mg]Br (methylmagnesium bromide), saturated aqueous solution, [Cl-].[NH4+] (ammonium chloride). Run in O1CCCC1 (tetrahydrofuran), C(CCC)OCCCC (dibutyl ether), C(C)OCC (diethyl ether). Run at temperature 0 celsius, time 1 hour. The product is BrC=1C=C(C=CC1)C(C)(C)O (2-(3-Bromophenyl)propan-2-ol). Reaction SMILES: [CH3:1][C:2]([C:4]1[CH:9]=[CH:8][CH:7]=[C:6]([Br:10])[CH:5]=1)=[O:3].[CH3:11][Mg]Br.[Cl-].[NH4+]>C(OCC)C.O1CCCC1.C(OCCCC)CCC>[Br:10][C:6]1[CH:5]=[C:4]([C:2]([OH:3])([CH3:11])[CH3:1])[CH:9]=[CH:8][CH:7]=1 |f:2.3|. Reported procedure: Under a stream of argon, 6.5 g of 3-bromoacetophenone are placed in a round-bottomed flask and dissolved in 544 ml of diethyl ether and 272 ml of tetrahydrofuran. The mixture is cooled at 0° C. using an ice bath, and 100 ml of a 1M solution of methylmagnesium bromide in dibutyl ether are added thereto, dropwise. The mixture is stirred at 0° C. for 1 h and 400 ml of a saturated aqueous solution of ammonium chloride are added. The organic phase is separated, dried over magnesium sulphate and conce...